From a dataset of the Open Reaction Database (ORD), a public repository of structured organic reaction records. describe an organic reaction: reactants, conditions, products, and yield Reactants: CC1([C@@H](N2[C@H](S1)[C@@H](C2=O)NC(=O)[C@@H](C=3C=CC=CC3)N)C(=O)O)C.O.O.O (Ampicillin trihydrate), Cl (HCl), CC(C)O (2-Propanol), [OH-].[Na+] (NaOH), [OH-].[Na+] (NaOH). Run in O (water). Conditions: time 1 hour. Yields the product CC1([C@@H](N[C@H](S1)[C@@H](C(=O)O)NC(=O)[C@@H](C2=CC=CC=C2)N)C(=O)O)C (Ampicilloic acid). Reaction SMILES: [CH3:1][C:2]1([CH3:24])[S:6][C@@H:5]2[C@H:7]([NH:10][C:11]([C@H:13]([NH2:20])[C:14]3[CH:15]=[CH:16][CH:17]=[CH:18][CH:19]=3)=[O:12])[C:8](=[O:9])[N:4]2[C@H:3]1[C:21]([OH:23])=[O:22].O.O.O.[OH-].[Na+].Cl.CC([OH:34])C>O>[CH3:1][C:2]1([CH3:24])[S:6][C@H:5]([C@H:7]([NH:10][C:11]([C@H:13]([NH2:20])[C:14]2[CH:19]=[CH:18][CH:17]=[CH:16][CH:15]=2)=[O:12])[C:8]([OH:9])=[O:34])[NH:4][C@H:3]1[C:21]([OH:23])=[O:22] |f:0.1.2.3,4.5|. Procedure details: Ampicilloic acid was prepared in the following manner. Ampicillin trihydrate (10 gm, Sigma) was suspended in 50 ml of water and dissolved by the addition of 10N NaOH. The pH was maintained at 12 by the addition of 10N NaOH. After 1 hour, the pH was adjusted to 7.0 with 6N HCl. 2-Propanol (140 ml) was then added, and the solution allowed to stand for 4 hours at 4° C., after which time crystals had formed. The crystals were filtered and washed several times with cold 2-propanol:water (3:1) and all... The reactants are Intermediate 215, FC(C(=O)O)(F)F.C1(CC1)CCOC=1NC(=C2N=C(N=C2N1)OC)N (2-[(2-cyclopropylethyl)oxy]-8-(methyloxy)-1H-purin-6-amine trifluoroacetate), BrCC[C@@H]1COCC1 ((3R)-3-(2-bromoethyl)tetrahydrofuran). Product: C1(CC1)CCOC1=NC(=C2N=C(N(C2=N1)CC[C@@H]1COCC1)OC)N (2-[(2-Cyclopropylethyl)oxy]-8-(methyloxy)-9-{2-[(3S)-tetrahydro-3-furanyl]ethyl}-9H-purin-6-amine). RXN SMILES: FC(F)(F)C(O)=O.[CH:8]1([CH2:11][CH2:12][O:13][C:14]2[NH:15][C:16]([NH2:25])=[C:17]3[C:21]([N:22]=2)=[N:20][C:19]([O:23][CH3:24])=[N:18]3)[CH2:10][CH2:9]1.Br[CH2:27][CH2:28][C@H:29]1[CH2:33][CH2:32][O:31][CH2:30]1>>[CH:8]1([CH2:11][CH2:12][O:13][C:14]2[N:22]=[C:21]3[C:17]([N:18]=[C:19]([O:23][CH3:24])[N:20]3[CH2:27][CH2:28][C@H:29]3[CH2:33][CH2:32][O:31][CH2:30]3)=[C:16]([NH2:25])[N:15]=2)[CH2:10][CH2:9]1 |f:0.1|. Reported procedure: Prepared similarly to Intermediate 215 from 2-[(2-cyclopropylethyl)oxy]-8-(methyloxy)-1H-purin-6-amine trifluoroacetate and (3R)-3-(2-bromoethyl)tetrahydrofuran. Starting materials: C(C1=CC=CC=C1)(=S)O (thiobenzoic acid), C1(=CC=CC=C1)P(C1=CC=CC=C1)C1=CC=CC=C1 (triphenylphosphine), N(=NC(=O)OCC)C(=O)OCC (diethyl azodicarboxylate), OCC=1C=NN(C1)C (4-hydroxymethyl-1-methylpyrazole), C([O-])(O)=O.[K+] (potassium bicarbonate). Solvent: C1CCOC1 (THF), C(C)(=O)OCC (ethyl acetate), O (water). Yields the product C(C1=CC=CC=C1)(=O)SCC=1C=NN(C1)C (4-(benzoylthiomethyl)-1-methylpyrazole). As a reaction SMILES: C1(P(C2C=CC=CC=2)C2C=CC=CC=2)C=CC=CC=1.N(C(OCC)=O)=NC(OCC)=O.O[CH2:33][C:34]1[CH:35]=[N:36][N:37]([CH3:39])[CH:38]=1.[C:40]([OH:48])(=[S:47])[C:41]1[CH:46]=[CH:45][CH:44]=[CH:43][CH:42]=1.C(=O)(O)[O-].[K+]>C1COCC1.C(OCC)(=O)C.O>[C:40]([S:47][CH2:33][C:34]1[CH:35]=[N:36][N:37]([CH3:39])[CH:38]=1)(=[O:48])[C:41]1[CH:46]=[CH:45][CH:44]=[CH:43][CH:42]=1 |f:4.5|. Procedure: Under nitrogen atmosphere, 78.7 g of triphenylphosphine (300 m mol) and 47.2 ml of diethyl azodicarboxylate (300 m mol) were added to a stirred solution of 22.4 g of 4-hydroxymethyl-1-methylpyrazole (200 m mol) in THF (250 ml) at 5° C. After stirring for 1 hour at the same temperature, 42.3 ml of thiobenzoic acid (360 m mol) was added slowly to the mixture. The mixture was poured into a mixture of water and ethyl acetate, while Ph was adjusted to 9.5 with 30% potassium bicarbonate. Aqueous layer...